Task: describe an organic reaction: reactants, conditions, products, and yield. Dataset: the Open Reaction Database (ORD), a public repository of structured organic reaction records Reactants: C(OCC)(=O)Cl (ethyl chlorocarbonate), C(C)(=O)OC1=C(C(OC1=O)CCC(=O)O)C1=CC=CC=C1 (3-(4-Acetoxy-5-oxo-3-phenyl-2,5-dihydro-2-furyl)propionic acid). Run in O1CCCC1 (tetrahydrofuran), O1CCCC1 (tetrahydrofuran), C(C)N(CC)CC (triethylamine). Run at temperature -5 celsius, time 30 minute. Yields the product OC=1C(OC(C1C1=CC=CC=C1)CCCO)=O (3-hydroxy-5-(3-hydroxypropyl)-4-phenyl-2(5H)-furanone), C(C)(=O)OC=1C(OC(C1C1=CC=CC=C1)CCCO)=O (3-acetoxy-5-(3-hydroxypropyl)-4-phenyl-2(5H)-furanone). RXN SMILES: [C:1]([O:4][C:5]1[C:9](=[O:10])[O:8][CH:7]([CH2:11][CH2:12][C:13](O)=[O:14])[C:6]=1[C:16]1[CH:21]=[CH:20][CH:19]=[CH:18][CH:17]=1)(=[O:3])[CH3:2].C(Cl)(=O)OCC>O1CCCC1.C(N(CC)CC)C>[OH:4][C:5]1[C:9](=[O:10])[O:8][CH:7]([CH2:11][CH2:12][CH2:13][OH:14])[C:6]=1[C:16]1[CH:21]=[CH:20][CH:19]=[CH:18][CH:17]=1.[C:1]([O:4][C:5]1[C:9](=[O:10])[O:8][CH:7]([CH2:11][CH2:12][CH2:13][OH:14])[C:6]=1[C:16]1[CH:17]=[CH:18][CH:19]=[CH:20][CH:21]=1)(=[O:3])[CH3:2]. Procedure: 3-(4-Acetoxy-5-oxo-3-phenyl-2,5-dihydro-2-furyl)propionic acid (58 mg) was dissolved in a mixture of tetrahydrofuran (3 ml) and triethylamine (28 μl), and a solution of ethyl chlorocarbonate (19 μl) in tetrahydrofuran (1 ml) was added dropwise slowly at -5° C. over 10 minutes. The mixture was stirred at -5° C. for 30 minutes and filtered. To the filtrate was added a solution of sodium borohydride (23 mg) in water (1 ml) at 10° C. Then, the mixture was stirred at room temperature for 1.5 hours, a... Reactants: C=CC#N, CC(C)O, CCP(O)OC(C)C. The product is CCP(=O)(CCC#N)OC(C)C. As a reaction SMILES: [CH2:9]=[CH:10][C:11]#[N:12].[CH:13]([OH:14])([CH3:15])[CH3:16].[CH:1]([CH3:2])([CH3:3])[O:4][P:5]([OH:6])[CH2:7][CH3:8]>>[CH:1]([CH3:2])([CH3:3])[O:4][P:5](=[O:6])([CH2:7][CH3:8])[CH2:9][CH2:10][C:11]#[N:12].